Dataset: the Open Reaction Database (ORD), a public repository of structured organic reaction records. Task: describe an organic reaction: reactants, conditions, products, and yield Reactants: BrN1C(CCC1=O)=O (N-bromosuccinimide), Cl (HCl), S1C(=CC=C1)C1=CC=C(C=O)C=C1 (4-(2-thienyl)benzaldehyde), BrN1C(CCC1=O)=O (NBS). The solvent is CN(C=O)C (DMF), CO (methanol), CN(C=O)C (dimethylformamide). Run at time 2 hour. Product: BrC1=CC=C(S1)C1=CC=C(C=O)C=C1 (4-(5-bromothiophen-2-yl)benzaldehyde). Reaction SMILES: [S:1]1[CH:5]=[CH:4][CH:3]=[C:2]1[C:6]1[CH:13]=[CH:12][C:9]([CH:10]=[O:11])=[CH:8][CH:7]=1.[Br:14]N1C(=O)CCC1=O.Cl>CN(C)C=O.CO>[Br:14][C:5]1[S:1][C:2]([C:6]2[CH:13]=[CH:12][C:9]([CH:10]=[O:11])=[CH:8][CH:7]=2)=[CH:3][CH:4]=1. Procedure: In a two necked flask under argon, 0.75 g (3.98 mmol) of 4-(2-thienyl)benzaldehyde in 20 mL of dimethylformamide (DMF) are cooled to 0° C. 1.1 eq. (0.78 g, 4.38 mmol) of N-bromosuccinimide (NBS) are solubilised in a mixture of 10 mL of DMF and 10 mL of methanol. This solution of NBS (protected from light) is then added drop by drop (30 min) to the reaction medium. The temperature of the medium is then left to return to ambient temperature over 2 h. The medium is hydrolysed with a solution of 1 m...